From a dataset of the Open Reaction Database (ORD), a public repository of structured organic reaction records. describe an organic reaction: reactants, conditions, products, and yield Starting materials: ClC=1C=CC=2N(N1)C(=NN2)C2=C(C=CC=C2)F (6-chloro-3-(2-fluorophenyl)-[1,2,4]triazolo[4,3-b]pyridazine), O.[SH-].[Na+] (sodium hydrosulfide hydrate). The solvent is C(C)O (ethanol). Yields the product FC1=C(C=CC=C1)C1=NN=C2N1N=C(C=C2)S (3-(2-fluorophenyl)-[1,2,4]triazolo[4,3-b]pyridazine-6-thiol). Reaction SMILES: Cl[C:2]1[CH:3]=[CH:4][C:5]2[N:6]([C:8]([C:11]3[CH:16]=[CH:15][CH:14]=[CH:13][C:12]=3[F:17])=[N:9][N:10]=2)[N:7]=1.O.[SH-:19].[Na+]>C(O)C>[F:17][C:12]1[CH:13]=[CH:14][CH:15]=[CH:16][C:11]=1[C:8]1[N:6]2[N:7]=[C:2]([SH:19])[CH:3]=[CH:4][C:5]2=[N:10][N:9]=1 |f:1.2.3|. Procedure details: A solution of 6-chloro-3-(2-fluorophenyl)-[1,2,4]triazolo[4,3-b]pyridazine (1 mmol) and sodium hydrosulfide hydrate (1.5 equiv.) in ethanol was refluxed for 2-6 hours. The solvent was removed under reduced pressure, water (2 ml) was added, and the pH adjusted to 9 with sodium hydroxide solution. After removing the resulting precipitate, the filtrate was acidified with 6M HCl to a pH of 3, and the formed precipitate was collected, washed with cold water, and dried to give 3-(2-fluorophenyl)-[1,2,... Reactants: [Cl-].[Cl-].C=1(C(=CC=CC1)C)C (xylene dichoride), [Cl-].[Cl-].C=1(C(=CC=CC1)C)C (xylene dichloride), [Cl-].[Cl-].C=1(C(=CC=CC1)C)C (xylene dichloride). The solvent is C=1(C(=CC=CC1)C)C (xylene). Product: ClC(C=1C(=CC=CC1)C)Cl (α,α-dichloroxylene). Reaction SMILES: [Cl-:1].[Cl-:2].[C:3]1([CH3:10])[C:4]([CH3:9])=[CH:5][CH:6]=[CH:7][CH:8]=1>C1(C)C(C)=CC=CC=1>[Cl:1][CH:10]([Cl:2])[C:3]1[C:4]([CH3:9])=[CH:5][CH:6]=[CH:7][CH:8]=1 |f:0.1.2|. Reported procedure: As the process being relatively good in selectivity is known the process of the U.S. Pat. No. 3,597,485. This process comprises oxidizing alkylbenzene in gas phase in the presence of mixed catalyst consisting of tungsten and molybdenum oxides and terephthalaldehyde is obtained in 40-60% yield by passing air containing about 1% of p-xylene over the catalyst heated at 475°-575° C. with the contact set at 0.1-0.2 seconds. In this process, however, difficulty lies in recovery of products since dilut... Starting materials: CC(C(C(C)=O)=NO)=O (2,3,4-pentanetrione 3-oxime), N1=C(C=CC=C1)CN (2-pyridylmethylamine). The solvent is C(C)#N (acetonitrile). Reaction conditions: temperature -10 celsius. Yields the product CC1=C(N=C(N1)C1=NC=CC=C1)C(C)=O (1-[5-Methyl-2-(2-pyridinyl)-1H-imidazol-4-yl]ethanone). The yield is 35.8%. RXN SMILES: [CH3:1][C:2](=[O:9])[C:3](=[N:7]O)[C:4](=O)[CH3:5].[N:10]1[CH:15]=[CH:14][CH:13]=[CH:12][C:11]=1[CH2:16][NH2:17]>C(#N)C>[CH3:5][C:4]1[NH:17][C:16]([C:11]2[CH:12]=[CH:13][CH:14]=[CH:15][N:10]=2)=[N:7][C:3]=1[C:2](=[O:9])[CH3:1]. Procedure: A mixture of 6.5 g (0.05 mole) of 2,3,4-pentanetrione 3-oxime and 6.0 g (0.055 mole) of 2-pyridylmethylamine in 125 ml of acetonitrile was stirred and refluxed as described in Example 1. Cooling at -10° C. gave a precipitate which was recrystallized from acetonitrile to give 3.6 g of the product of the Example as a yellow solid, mp 145°-147° C. Starting materials: CC(C)(C)Oc1ccc(I)c(F)c1F, C1CCOC1, C=C[Zn+], [Cl-], [Cl-], [NH4+], c1ccc(P(c2ccccc2)(c2ccccc2)[Pd](P(c2ccccc2)(c2ccccc2)c2ccccc2)(P(c2ccccc2)(c2ccccc2)c2ccccc2)P(c2ccccc2)(c2ccccc2)c2ccccc2)cc1. Yields the product C=Cc1ccc(OC(C)(C)C)c(F)c1F. As a reaction SMILES: [C:1]([CH3:2])([CH3:3])([CH3:4])[O:5][c:6]1[c:7]([F:14])[c:8]([F:13])[c:9]([I:12])[cH:10][cH:11]1.[CH2:98]1[O:99][CH2:100][CH2:101][CH2:102]1.[CH:16](=[CH2:17])[Zn+:18].[Cl-:15].[Cl-:19].[NH4+:20].[cH:21]1[cH:22][cH:23][c:24]([P:25]([Pd:26]([P:27]([c:28]2[cH:29][cH:30][cH:31][cH:32][cH:33]2)([c:34]2[cH:35][cH:36][cH:37][cH:38][cH:39]2)[c:40]2[cH:41][cH:42][cH:43][cH:44][cH:45]2)([P:46]([c:47]2[cH:48][cH:49][cH:50][cH:51][cH:52]2)([c:53]2[cH:54][cH:55][cH:56][cH:57][cH:58]2)[c:59]2[cH:60][cH:61][cH:62][cH:63][cH:64]2)[P:65]([c:66]2[cH:67][cH:68][cH:69][cH:70][cH:71]2)([c:72]2[cH:73][cH:74][cH:75][cH:76][cH:77]2)[c:78]2[cH:79][cH:80][cH:81][cH:82][cH:83]2)([c:84]2[cH:85][cH:86][cH:87][cH:88][cH:89]2)[c:90]2[cH:91][cH:92][cH:93][cH:94][cH:95]2)[cH:96][cH:97]1>>[C:1]([CH3:2])([CH3:3])([CH3:4])[O:5][c:6]1[c:7]([F:14])[c:8]([F:13])[c:9]([CH:16]=[CH2:17])[cH:10][cH:11]1. The reactants are O=C([O-])[O-], CCOC(C)=O, CC(C)I, Clc1cccc(Nc2nc(Cl)nc3nc[nH]c23)c1, [Cs+], [Cs+], CN(C)C=O, C1COCCO1, O. Product: CC(C)n1cnc2c(Nc3cccc(Cl)c3)nc(Cl)nc21. Reaction SMILES: [C:19](=[O:20])([O-:21])[O-:22].[CH3:41][CH2:42][O:43][C:44](=[O:45])[CH3:46].[CH:25]([CH3:26])([CH3:27])[I:28].[Cl:1][c:2]1[n:3][c:4]([NH:11][c:12]2[cH:13][c:14]([Cl:18])[cH:15][cH:16][cH:17]2)[c:5]2[nH:6][cH:7][n:8][c:9]2[n:10]1.[Cs+:23].[Cs+:24].[O:29]=[CH:30][N:31]([CH3:32])[CH3:33].[O:35]1[CH2:36][CH2:37][O:38][CH2:39][CH2:40]1.[OH2:34]>>[Cl:1][c:2]1[n:3][c:4]([NH:11][c:12]2[cH:13][c:14]([Cl:18])[cH:15][cH:16][cH:17]2)[c:5]2[n:6][cH:7][n:8]([CH:25]([CH3:26])[CH3:27])[c:9]2[n:10]1.